The task is: describe an organic reaction: reactants, conditions, products, and yield. This data is from the Open Reaction Database (ORD), a public repository of structured organic reaction records. Starting materials: CSc1cc(Br)nc(Oc2cccc(C(F)(F)F)c2)c1, CCOC(C)=O, [Li]CCCC, CCOCC, Cl, O=C=O, O. RXN SMILES: [Br:1][c:2]1[n:3][c:4]([O:10][c:11]2[cH:12][c:13]([C:17]([F:18])([F:19])[F:20])[cH:14][cH:15][cH:16]2)[cH:5][c:6]([S:8][CH3:9])[cH:7]1.[C:36]([O:37][CH2:38][CH3:39])(=[O:40])[CH3:41].[CH2:21]([Li:22])[CH2:23][CH2:24][CH3:25].[CH3:30][CH2:31][O:32][CH2:33][CH3:34].[ClH:29].[O:26]=[C:27]=[O:28].[OH2:35]>>[c:2]1([C:27](=[O:26])[OH:28])[n:3][c:4]([O:10][c:11]2[cH:12][c:13]([C:17]([F:18])([F:19])[F:20])[cH:14][cH:15][cH:16]2)[cH:5][c:6]([S:8][CH3:9])[cH:7]1. Product: CSc1cc(Oc2cccc(C(F)(F)F)c2)nc(C(=O)O)c1.